Dataset: the Open Reaction Database (ORD), a public repository of structured organic reaction records. Task: describe an organic reaction: reactants, conditions, products, and yield Starting materials: O=C(O)c1cccc(S(=O)(=O)Cl)c1, ClCCl, NCc1ccccc1. Product: O=C(O)c1cccc(S(=O)(=O)NCc2ccccc2)c1. As a reaction SMILES: [Cl:1][S:2](=[O:3])(=[O:4])[c:5]1[cH:6][c:7]([C:8](=[O:9])[OH:10])[cH:11][cH:12][cH:13]1.[Cl:22][CH2:23][Cl:24].[NH2:14][CH2:15][c:16]1[cH:17][cH:18][cH:19][cH:20][cH:21]1>>[S:2](=[O:3])(=[O:4])([c:5]1[cH:6][c:7]([C:8](=[O:9])[OH:10])[cH:11][cH:12][cH:13]1)[NH:14][CH2:15][c:16]1[cH:17][cH:18][cH:19][cH:20][cH:21]1. The reactants are CCOC(=O)c1ccc(NC(=O)N2CCc3c(-c4cnc(N(Cc5ccc(OC)cc5)Cc5ccc(OC)cc5)nc4)nc(N4CCOCC4)nc32)cc1, COc1ccc(CN(Cc2ccc(OC)cc2)c2ncc(-c3nc(N4CCOCC4)nc4c3CCN4)cn2)cc1. The product is CCOC(=O)c1ccc(NC(=O)N2CCc3c(-c4cnc(N)nc4)nc(N4CCOCC4)nc32)cc1. Reaction SMILES: [CH2:41]([CH3:42])[O:43][C:44]([c:45]1[cH:46][cH:47][c:48]([NH:51][C:52](=[O:53])[N:54]2[CH2:55][CH2:56][c:57]3[c:58]2[n:59][c:60]([N:88]2[CH2:89][CH2:90][O:91][CH2:92][CH2:93]2)[n:61][c:62]3-[c:63]2[cH:64][n:65][c:66]([N:69]([CH2:70][c:71]3[cH:72][cH:73][c:74]([O:75][CH3:76])[cH:77][cH:78]3)[CH2:79][c:80]3[cH:81][cH:82][c:83]([O:84][CH3:85])[cH:86][cH:87]3)[n:67][cH:68]2)[cH:49][cH:50]1)=[O:94].[CH3:1][O:2][c:3]1[cH:4][cH:5][c:6]([CH2:7][N:8]([CH2:9][c:10]2[cH:11][cH:12][c:13]([O:14][CH3:15])[cH:16][cH:17]2)[c:18]2[n:19][cH:20][c:21](-[c:22]3[c:23]4[c:27]([n:28][c:29]([N:30]5[CH2:31][CH2:32][O:33][CH2:34][CH2:35]5)[n:36]3)[NH:26][CH2:25][CH2:24]4)[cH:37][n:38]2)[cH:39][cH:40]1>>[CH2:41]([CH3:42])[O:43][C:44]([c:45]1[cH:46][cH:47][c:48]([NH:51][C:52](=[O:53])[N:54]2[CH2:55][CH2:56][c:57]3[c:58]2[n:59][c:60]([N:88]2[CH2:89][CH2:90][O:91][CH2:92][CH2:93]2)[n:61][c:62]3-[c:63]2[cH:64][n:65][c:66]([NH2:69])[n:67][cH:68]2)[cH:49][cH:50]1)=[O:94]. Reactants: CCOC(=O)CCCBr, O=c1[nH]c2ccccc2c(=O)n1CCCCN1CCC(OC(c2ccccc2)c2ccccc2)CC1. Yields the product CCOC(=O)CCCn1c(=O)n(CCCCN2CCC(OC(c3ccccc3)c3ccccc3)CC2)c(=O)c2ccccc21. Reaction SMILES: [Br:1][CH2:2][CH2:3][CH2:4][C:5](=[O:6])[O:7][CH2:8][CH3:9].[O:10]=[c:11]1[nH:12][c:13]2[cH:14][cH:15][cH:16][cH:17][c:18]2[c:19](=[O:45])[n:20]1[CH2:21][CH2:22][CH2:23][CH2:24][N:25]1[CH2:26][CH2:27][CH:28]([O:31][CH:32]([c:33]2[cH:34][cH:35][cH:36][cH:37][cH:38]2)[c:39]2[cH:40][cH:41][cH:42][cH:43][cH:44]2)[CH2:29][CH2:30]1>>[CH2:2]([CH2:3][CH2:4][C:5](=[O:6])[O:7][CH2:8][CH3:9])[n:12]1[c:11](=[O:10])[n:20]([CH2:21][CH2:22][CH2:23][CH2:24][N:25]2[CH2:26][CH2:27][CH:28]([O:31][CH:32]([c:33]3[cH:34][cH:35][cH:36][cH:37][cH:38]3)[c:39]3[cH:40][cH:41][cH:42][cH:43][cH:44]3)[CH2:29][CH2:30]2)[c:19](=[O:45])[c:18]2[c:13]1[cH:14][cH:15][cH:16][cH:17]2. The reactants are FC1=NC(=C(C(=C1Cl)F)Cl)Cl (2,4-difluoro-3,5,6-trichloropyridine), FC1=NC(=C(C(=C1Cl)Cl)Cl)F (2,6-difluoro-3,4,5-trichloropyridine), ClC1=C(C(=C(C(=N1)Cl)Cl)Cl)Cl (pentachloropyridine), KF FeCl3. The product is mixture, ClC=1C(=NC(=C(C1F)Cl)F)F (3,5-dichloro-2,4,6-trifluoropyridine). Isolated yield 54.2%. As a reaction SMILES: ClC1N=C(Cl)C(Cl)=C(Cl)C=1Cl.[F:12][C:13]1[C:18]([Cl:19])=[C:17]([F:20])[C:16]([Cl:21])=[C:15](Cl)[N:14]=1.[F:23]C1C(Cl)=C(Cl)C(Cl)=C(F)N=1>>[Cl:21][C:16]1[C:15]([F:23])=[N:14][C:13]([F:12])=[C:18]([Cl:19])[C:17]=1[F:20]. Procedure: The method for this Example was similar to Example 1 except as follows. The reaction mixture contained 251.3 g (1.0 mole) pentachloropyridine and 236.9 g (4.0 mole KF) of the KF/FeCl3 mixture, and the reaction temperature was 350° C. and the pressure was 340 psig. There was obtained, 4.3 percent yield of a mixture of 2,4-difluoro-3,5,6-trichloropyridine and 2,6-difluoro-3,4,5-trichloropyridine and 54.2 percent yield of 3,5-dichloro-2,4,6-trifluoropyridine and a 24.9 percent yield of 3-chloro-2,4... The reactants are CC(C)(C)c1ccc(NC(=O)c2ccc(Cl)nc2)cc1, CCOC(=O)C1CCN(c2ccc(C(=O)Nc3ccc(C)c(I)c3)cn2)CC1, CCOC(C)=O, CCOC(=O)C1CCNCC1. Yields the product CCOC(=O)C1CCN(c2ccc(C(=O)Nc3ccc(C(C)(C)C)cc3)cn2)CC1. Reaction SMILES: [C:1]([CH3:2])([CH3:3])([CH3:4])[c:5]1[cH:6][cH:7][c:8]([NH:11][C:12]([c:13]2[cH:14][n:15][c:16]([Cl:19])[cH:17][cH:18]2)=[O:20])[cH:9][cH:10]1.[CH2:32]([O:33][C:34]([CH:35]1[CH2:36][CH2:37][N:38]([c:39]2[cH:40][cH:41][c:42]([C:43](=[O:44])[NH:45][c:46]3[cH:47][cH:48][c:49]([CH3:50])[c:51]([I:52])[cH:53]3)[cH:54][n:55]2)[CH2:56][CH2:57]1)=[O:58])[CH3:59].[CH3:60][CH2:61][O:62][C:63]([CH3:64])=[O:65].[NH:21]1[CH2:22][CH2:23][CH:24]([C:25](=[O:26])[O:27][CH2:28][CH3:29])[CH2:30][CH2:31]1>>[C:1]([CH3:2])([CH3:3])([CH3:4])[c:5]1[cH:6][cH:7][c:8]([NH:11][C:12]([c:13]2[cH:14][n:15][c:16]([N:21]3[CH2:22][CH2:23][CH:24]([C:25](=[O:26])[O:27][CH2:28][CH3:29])[CH2:30][CH2:31]3)[cH:17][cH:18]2)=[O:20])[cH:9][cH:10]1. The reactants are C(C)(C)(C)OC(NC1=C(C=C(C=C1)C#CC1=CC=CC=C1)NC(CC(=O)C1=CC(=CC=C1)N1C(=NC(=C1)C)C)=O)=O ((2-{3-[3-(2,4-dimethyl-imidazol-1-yl)-phenyl]-3-oxo-propionylamino}-4-phenylethynyl-phenyl)-carbamic acid tert.-butyl ester), C(=O)(C(F)(F)F)O (TFA). Solvent: C(Cl)Cl (CH2Cl2). Product: CC=1N(C=C(N1)C)C=1C=C(C=CC1)C1=NC2=C(NC(C1)=O)C=C(C=C2)C#CC2=CC=CC=C2 (4-[3-(2,4-Dimethyl-imidazol-1-yl)-phenyl]-8-phenylethynyl-1,3-dihydro-benzo[b][1,4]diazepin-2-one). Reaction SMILES: C(OC(=O)[NH:7][C:8]1[CH:13]=[CH:12][C:11]([C:14]#[C:15][C:16]2[CH:21]=[CH:20][CH:19]=[CH:18][CH:17]=2)=[CH:10][C:9]=1[NH:22][C:23](=[O:40])[CH2:24][C:25]([C:27]1[CH:32]=[CH:31][CH:30]=[C:29]([N:33]2[CH:37]=[C:36]([CH3:38])[N:35]=[C:34]2[CH3:39])[CH:28]=1)=O)(C)(C)C.C(O)(C(F)(F)F)=O>C(Cl)Cl>[CH3:39][C:34]1[N:33]([C:29]2[CH:28]=[C:27]([C:25]3[CH2:24][C:23](=[O:40])[NH:22][C:9]4[CH:10]=[C:11]([C:14]#[C:15][C:16]5[CH:21]=[CH:20][CH:19]=[CH:18][CH:17]=5)[CH:12]=[CH:13][C:8]=4[N:7]=3)[CH:32]=[CH:31][CH:30]=2)[CH:37]=[C:36]([CH3:38])[N:35]=1. Procedure: Prepared from (2-{3-[3-(2,4-dimethyl-imidazol-1-yl)-phenyl]-3-oxo-propionylamino}-4-phenylethynyl-phenyl)-carbamic acid tert.-butyl ester (Example K60) by treatment with TFA in CH2Cl2 according to the general procedure M. Obtained as a yellow solid (57 mg). MS (EI) 430 (M+); mp 134° C. (dec.). Starting materials: O=C([O-])[O-], CC#N, CCI, [K+], [K+], [Na+], [OH-], O, O=C(O)c1cc(Cl)ccc1O. The product is CCOc1ccc(Cl)cc1C(=O)O. RXN SMILES: [C:12](=[O:13])([O-:14])[O-:15].[CH3:23][C:24]#[N:25].[I:18][CH2:19][CH3:20].[K+:16].[K+:17].[Na+:22].[OH-:21].[OH2:26].[OH:1][C:2](=[O:3])[c:4]1[cH:5][c:6]([Cl:7])[cH:8][cH:9][c:10]1[OH:11]>>[OH:1][C:2](=[O:3])[c:4]1[cH:5][c:6]([Cl:7])[cH:8][cH:9][c:10]1[O:11][CH2:19][CH3:20].